Dataset: the Open Reaction Database (ORD), a public repository of structured organic reaction records. Task: describe an organic reaction: reactants, conditions, products, and yield Reactants: [H-], O=[N+]([O-])c1ccccc1-c1ccc(O)cc1, [Na+], O, NS(=O)(=O)Cl. Yields the product NS(=O)(=O)Oc1ccc(-c2ccccc2[N+](=O)[O-])cc1. Reaction SMILES: [H-:17].[N+:1](=[O:2])([O-:3])[c:4]1[c:5](-[c:10]2[cH:11][cH:12][c:13]([OH:16])[cH:14][cH:15]2)[cH:6][cH:7][cH:8][cH:9]1.[Na+:18].[OH2:24].[S:19]([NH2:20])(=[O:21])(=[O:22])[Cl:23]>>[N+:1](=[O:2])([O-:3])[c:4]1[c:5](-[c:10]2[cH:11][cH:12][c:13]([O:16][S:19]([NH2:20])(=[O:21])=[O:22])[cH:14][cH:15]2)[cH:6][cH:7][cH:8][cH:9]1. The reactants are ClC=1C=C(C=CC1Cl)S(=O)(=O)N1[C@@H](C(NC=C1)=O)CC=1N=NN(C1)[C@H](C)C1=CC=C(C=O)C=C1 (4-((R)-1-(4-(((R)-1-(3,4-dichlorobenzenesulfonyl)-3-oxo-1,2,3,4-tetra-hydropyrazin-2-yl)methyl)-1H-1,2,3-triazol-1-yl)ethyl)benzaldehyde), N1CCCCC1 (piperidine), [BH-](OC(=O)C)(OC(=O)C)OC(=O)C.[Na+] (NaBH(OAc)3). The solvent is CCOC(=O)C (EtOAc), ClCCCl (1,2-dichloroethane). Conditions: time 18 hour. The product is ClC=1C=C(C=CC1Cl)S(=O)(=O)N1[C@@H](C(NC=C1)=O)CC=1N=NN(C1)[C@H](C)C1=CC=C(C=C1)CN1CCCCC1 ((R)-4-(3,4-dichlorobenzenesulfonyl)-3-((1-((R)-1-(4-(piperidin-1-ylmethyl)phenyl)ethyl)-1H-1,2,3-triazol-4-yl)methyl)-3.4-dihydropyrazin-2(1H)-one). Reaction SMILES: [Cl:1][C:2]1[CH:3]=[C:4]([S:9]([N:12]2[CH:17]=[CH:16][NH:15][C:14](=[O:18])[C@H:13]2[CH2:19][C:20]2[N:21]=[N:22][N:23]([C@@H:25]([C:27]3[CH:34]=[CH:33][C:30]([CH:31]=O)=[CH:29][CH:28]=3)[CH3:26])[CH:24]=2)(=[O:11])=[O:10])[CH:5]=[CH:6][C:7]=1[Cl:8].[NH:35]1[CH2:40][CH2:39][CH2:38][CH2:37][CH2:36]1.[BH-](OC(C)=O)(OC(C)=O)OC(C)=O.[Na+]>ClCCCl.CCOC(C)=O>[Cl:1][C:2]1[CH:3]=[C:4]([S:9]([N:12]2[CH:17]=[CH:16][NH:15][C:14](=[O:18])[C@H:13]2[CH2:19][C:20]2[N:21]=[N:22][N:23]([C@@H:25]([C:27]3[CH:34]=[CH:33][C:30]([CH2:31][N:35]4[CH2:40][CH2:39][CH2:38][CH2:37][CH2:36]4)=[CH:29][CH:28]=3)[CH3:26])[CH:24]=2)(=[O:10])=[O:11])[CH:5]=[CH:6][C:7]=1[Cl:8] |f:2.3|. Reported procedure: To a solution of 4-((R)-1-(4-(((R)-1-(3,4-dichlorobenzenesulfonyl)-3-oxo-1,2,3,4-tetra-hydropyrazin-2-yl)methyl)-1H-1,2,3-triazol-1-yl)ethyl)benzaldehyde (0.150 g, 0.288 mmol) and piperidine (0.10 mL, 1.01 mmol) in 1,2-dichloroethane (10 mL) was added NaBH(OAc)3 (0.126 g, 0.594 mmol). After 18 h, the solution was diluted with 60 mL EtOAc and washed with 5% NaHCO3 (60 mL×2), brine (60 mL×2), dried over Na2SO4 and concentrated under reduced pressure. The crude product was chromatographed on SiO2 (... Reactants: C(C)(C)(C)C1=C(C=CC(=C1)C(C)(C)C)O (2,4-di-tert-butylphenol), C(C)OC1=CC=C(C(C(=O)O)O)C=C1 (4-ethoxymandelic acid). Conditions: time 2 hour. The product is C(C)(C)(C)C=1C=C(C2=C(C(C(O2)=O)C2=CC=C(C=C2)OCC)C1)C(C)(C)C (5,7-di-tert-butyl-3-(4-ethoxyphenyl)benzofuran-2-one). The yield is 92.1%. RXN SMILES: [C:1]([C:5]1[CH:10]=[C:9]([C:11]([CH3:14])([CH3:13])[CH3:12])[CH:8]=[CH:7][C:6]=1[OH:15])([CH3:4])([CH3:3])[CH3:2].[CH2:16]([O:18][C:19]1[CH:29]=[CH:28][C:22]([CH:23](O)[C:24](O)=[O:25])=[CH:21][CH:20]=1)[CH3:17]>>[C:11]([C:9]1[CH:10]=[C:5]([C:1]([CH3:4])([CH3:3])[CH3:2])[C:6]2[O:15][C:24](=[O:25])[CH:23]([C:22]3[CH:28]=[CH:29][C:19]([O:18][CH2:16][CH3:17])=[CH:20][CH:21]=3)[C:7]=2[CH:8]=1)([CH3:14])([CH3:13])[CH3:12]. Procedure: A mixture of 309 g (1.50 mol) of 2,4-di-tert-butylphenol and 196.2 g (1.0 mol) of 4-ethoxymandelic acid is stirred at 140°-150° C. for 2 hours under a nitrogen atmosphere. Stirring at 150° C. is then continued for 1.5 hours under a slight vacuum (50 mbar). Excess 2,4-di-tert-butylphenol is distilled off in a high vacuum. Crystallisation of the residue from 150 ml of xylene and 250 ml of ethanol gives 337.7 g (92%) of 5,7-di-tert-butyl-3-(4-ethoxyphenyl)benzofuran-2-one, melting point 132°-134° C... Reactants: COC(C1=C(C=CC=C1)C(C1=CC=C(C=C1)N1C=NC=C1)=O)=O (methyl-2-[4-(1H-imidazol-1-yl)benzoyl]benzoate), O.NN (hydrazine monohydrate). The solvent is CCO (EtOH). Product: N1(C=NC=C1)C1=CC=C(C=C1)C1=NNC(C2=CC=CC=C12)=O (4[4-(1H-imidazol-1-yl)phenyl]-1-oxo-1,2-dihydrophthalazine). As a reaction SMILES: C[O:2][C:3](=O)[C:4]1[CH:9]=[CH:8][CH:7]=[CH:6][C:5]=1[C:10](=O)[C:11]1[CH:16]=[CH:15][C:14]([N:17]2[CH:21]=[CH:20][N:19]=[CH:18]2)=[CH:13][CH:12]=1.O.[NH2:25][NH2:26]>CCO>[N:17]1([C:14]2[CH:15]=[CH:16][C:11]([C:10]3[C:5]4[C:4](=[CH:9][CH:8]=[CH:7][CH:6]=4)[C:3](=[O:2])[NH:26][N:25]=3)=[CH:12][CH:13]=2)[CH:21]=[CH:20][N:19]=[CH:18]1 |f:1.2|. Reported procedure: A solution of methyl-2-[4-(1H-imidazol-1-yl)benzoyl]benzoate (1.3 g, 4.25 mmol) in 15 mL of EtOH is treated with hydrazine monohydrate (0.26 g, 5.20 mmol) and heated to reflux for 1 day. The white solid which precipitates is filtered and recrystallized from EtOH to give 4[4-(1H-imidazol-1-yl)phenyl]-1-oxo-1,2-dihydrophthalazine. M.P. 309.5°-311° C. Reactants: C(C)(=O)OC(C)=O (acetic anhydride), C(=O)O (formic acid), ClC1=C(C=C(C=C1)C1=NNC=C1)CN (2-Chloro-5-(1H-pyrazol-3-yl)benzenemethanamine), ClC1=C(C=C(C=C1)C1=NNC=C1)CN (2-chloro-5-(1H-pyrazol-3-yl)benzenemethanamine). Solvent: ClCCl (dichloromethane). Reaction conditions: temperature 50 celsius, time 4 hour. Yields the product ClC1=C(C=C(C=C1)C1=NNC=C1)CNC=O (N-[[2-chloro-5-(1H-pyrazol-3-yl)phenyl]methyl]formamide). RXN SMILES: C(O[C:5](=[O:7])C)(=O)C.C(O)=O.[Cl:11][C:12]1[CH:17]=[CH:16][C:15]([C:18]2[CH:22]=[CH:21][NH:20][N:19]=2)=[CH:14][C:13]=1[CH2:23][NH2:24]>ClCCl>[Cl:11][C:12]1[CH:17]=[CH:16][C:15]([C:18]2[CH:22]=[CH:21][NH:20][N:19]=2)=[CH:14][C:13]=1[CH2:23][NH:24][CH:5]=[O:7]. Reported procedure: A mixture of acetic anhydride (0.82 mL, 9.7 mmol) and formic acid (0.4 mL, 9.7 mmol) was heated to 50° C. for 30 minutes and then cooled to 0° C. 2-Chloro-5-(1H-pyrazol-3-yl)benzenemethanamine (i.e. the product of Step C) (1.0 g, 4.8 mmol) was added, and the reaction mixture was stirred at ambient temperature for 4 h. The reaction mixture was then diluted with dichloromethane, washed with saturated sodium bicarbonate solution and brine, then dried (Na2SO4) and concentrated. The crude residue was... Starting materials: BrC=1C=C(C=O)C=CC1F (3-bromo-4-fluorobenzaldehyde), O (water), BrC1=NC=CC=C1OCOC (2-bromo-3-methoxymethoxypyridine), CCCCCC.C(CCC)[Li] (n-butyl lithium hexane). Solvent: C(C)OCC (diethyl ether), C(C)OCC (diethyl ether). Conditions: time 1 hour. Product: BrC=1C=C(C(O)C2=NC=CC=C2OCOC)C=CC1F (2-(3-bromo-4-fluoro-α-hydroxybenzyl)-3-methoxymethoxypyridine). Yield: 83.1%. As a reaction SMILES: Br[C:2]1[C:7]([O:8][CH2:9][O:10][CH3:11])=[CH:6][CH:5]=[CH:4][N:3]=1.CCCCCC.C([Li])CCC.[Br:23][C:24]1[CH:25]=[C:26]([CH:29]=[CH:30][C:31]=1[F:32])[CH:27]=[O:28].O>C(OCC)C>[Br:23][C:24]1[CH:25]=[C:26]([CH:29]=[CH:30][C:31]=1[F:32])[CH:27]([C:2]1[C:7]([O:8][CH2:9][O:10][CH3:11])=[CH:6][CH:5]=[CH:4][N:3]=1)[OH:28] |f:1.2|. Reported procedure: To a solution of 2-bromo-3-methoxymethoxypyridine (11.8 g) in diethyl ether (250 mL) was added, at -78° C., a 1.6M n-butyl lithium hexane solution (36.0 mL). The mixture was stirred for one hour at the same temperature, to which was further added a solution of 3-bromo-4-fluorobenzaldehyde (10.0 g) in diethyl ether (50 mL), and the mixture was stirred for one hour at the same temperature. The reaction mixture was poured into water, which was subjected to extraction with ethyl acetate. The extract... Reactants: Cn1cccc1C[N+](C)(C)C, CC#N, [I-], c1ccc(P(c2ccccc2)c2ccccc2)cc1. Product: Cn1cccc1C[P+](c1ccccc1)(c1ccccc1)c1ccccc1, [I-]. Reaction SMILES: [CH3:2][n:3]1[c:4]([CH2:8][N+:9]([CH3:10])([CH3:11])[CH3:12])[cH:5][cH:6][cH:7]1.[CH3:32][C:33]#[N:34].[I-:1].[c:13]1([P:19]([c:20]2[cH:21][cH:22][cH:23][cH:24][cH:25]2)[c:26]2[cH:27][cH:28][cH:29][cH:30][cH:31]2)[cH:14][cH:15][cH:16][cH:17][cH:18]1>>[CH3:2][n:3]1[c:4]([CH2:8][P+:19]([c:13]2[cH:14][cH:15][cH:16][cH:17][cH:18]2)([c:20]2[cH:21][cH:22][cH:23][cH:24][cH:25]2)[c:26]2[cH:27][cH:28][cH:29][cH:30][cH:31]2)[cH:5][cH:6][cH:7]1.[I-:1].